From a dataset of the Open Reaction Database (ORD), a public repository of structured organic reaction records. describe an organic reaction: reactants, conditions, products, and yield Starting materials: C(#N)[BH3-].[Na+] (sodium cyanoborohydride), C1(=CC=CC=C1)C(CC(CC(=O)OC)=O)O (methyl 5-phenyl-5-hydroxy-3-oxo-pentanoate), O (water), Cl (hydrochloric acid). The reagents and catalysts are CC([O-])C.CC([O-])C.CC([O-])C.[Cl-].[Ti+4] (titanium chloride triisopropoxide). Solvent: CO (methanol), CO (methanol). Run at temperature -10 celsius, time 20 minute. The product is C1(=CC=CC=C1)C(CC(CC(=O)OC)O)O (methyl 5-phenyl-3,5-dihydroxypentanoate). The yield is 69.3%. RXN SMILES: [C:1]1([CH:7]([OH:16])[CH2:8][C:9](=[O:15])[CH2:10][C:11]([O:13][CH3:14])=[O:12])[CH:6]=[CH:5][CH:4]=[CH:3][CH:2]=1.C([BH3-])#N.[Na+].O.Cl>CO.CC(C)[O-].CC(C)[O-].CC(C)[O-].[Cl-].[Ti+4]>[C:1]1([CH:7]([OH:16])[CH2:8][CH:9]([OH:15])[CH2:10][C:11]([O:13][CH3:14])=[O:12])[CH:2]=[CH:3][CH:4]=[CH:5][CH:6]=1 |f:1.2,6.7.8.9.10|. Procedure details: 1.03 g of methyl 5-phenyl-5-hydroxy-3-oxo-pentanoate is dissolved in 40 cm3 methanol. The solution is cooled to -10° C. and then 1.3 cm3 of 95% titanium chloride triisopropoxide (4.5 mmol) are added. The mixture is stirred for 20 minutes at -10° C. and then 329.6 mg of 95% sodium cyanoborohydride (50 mmol) are added. The mixture is stirred for 3 hours at a temperature between -5° and 0° C. 10 cm3 of water and 1 cm3 of concentrated hydrochloric acid are then added. After evaporation of the methan... Reactants: ClC(=O)OCC (ethyl chloroformate), CNC1CC=2NC3=CC=CC=C3C2CC1 (2,3,4,9-tetrahydro-N-methyl-1H-carbazol-2-amine). Solvent: C(Cl)Cl (CH2Cl2), C(Cl)Cl (CH2Cl2), C(=O)(O)[O-].[Na+] (NaHCO3). Reaction conditions: time 5 hour. Yields the product CN(C(OCC)=O)C1CC=2NC3=CC=CC=C3C2CC1 (Methyl(1,3,4,9-tetrahydro-2H-carbazol-2-yl)carbamic acid, ethyl ester). As a reaction SMILES: [CH3:1][NH:2][CH:3]1[CH2:15][CH2:14][C:13]2[C:12]3[C:7](=[CH:8][CH:9]=[CH:10][CH:11]=3)[NH:6][C:5]=2[CH2:4]1.Cl[C:17]([O:19][CH2:20][CH3:21])=[O:18]>C(Cl)Cl.C([O-])(O)=O.[Na+]>[CH3:1][N:2]([CH:3]1[CH2:15][CH2:14][C:13]2[C:12]3[C:7](=[CH:8][CH:9]=[CH:10][CH:11]=3)[NH:6][C:5]=2[CH2:4]1)[C:17](=[O:18])[O:19][CH2:20][CH3:21] |f:3.4|. Procedure details: A solution of 0.05 mol of 2,3,4,9-tetrahydro-N-methyl-1H-carbazol-2-amine in 450 ml of CH2Cl2 and 185 ml of saturated aqueous NaHCO3 was stirred vigorously at room temperature and treated dropwise during 30 min with a solution of 0.15 mol of ethyl chloroformate in an equal volume of CH2Cl2. After stirring vigorously for 5 hr, the CH2Cl2 layer was separated, washed in succession with 10% aqueous K2CO3, H2O, 0.1 N hydrochloric acid, H2O, and dried over anhydrous Na2SO4. The residue remaining after...